From a dataset of the Open Reaction Database (ORD), a public repository of structured organic reaction records. describe an organic reaction: reactants, conditions, products, and yield Yields the product [N+](=O)([O-])C1=C(C=C(C=C1)OC1=NC=C(C=C1)C(F)(F)F)NCP(O)(O)=O (N-[2-Nitro-5-(5-trifluoromethyl-2-pyridyloxy)phenyl]-aminomethylphosphonic acid). Reaction SMILES: [N+:1]([C:4]1[CH:9]=[CH:8][C:7]([O:10][C:11]2[CH:16]=[CH:15][C:14]([C:17]([F:20])([F:19])[F:18])=[CH:13][N:12]=2)=[CH:6][C:5]=1[NH:21][CH2:22][P:23](=[O:30])([O:27]CC)[O:24]CC)([O-:3])=[O:2].C[Si](C)(C)Br>>[N+:1]([C:4]1[CH:9]=[CH:8][C:7]([O:10][C:11]2[CH:16]=[CH:15][C:14]([C:17]([F:20])([F:18])[F:19])=[CH:13][N:12]=2)=[CH:6][C:5]=1[NH:21][CH2:22][P:23](=[O:24])([OH:27])[OH:30])([O-:3])=[O:2]. Reactants: [N+](=O)([O-])C1=C(C=C(C=C1)OC1=NC=C(C=C1)C(F)(F)F)NCP(OCC)(OCC)=O (diethyl N-[2-nitro-5-(5-trifluoromethyl-2-pyridyloxy)phenyl]-aminomethylphosphonate), C[Si](Br)(C)C (trimethylbromosilane). Reported procedure: A mixture of 3 g of diethyl N-[2-nitro-5-(5-trifluoromethyl-2-pyridyloxy)phenyl]-aminomethylphosphonate and 5 g of trimethylbromosilane is stirred for 18 hours at 20° C. Excess trimethylbromosilane is removed by evaporation and the residue is then taken up in ethanol and the solution is concentrated, affording 2.51 g (96.9% of theory) of the title compound with a melting point of 94° C. (decompos.). Run at temperature 20 celsius, time 18 hour. The reactants are NC=1SC=NN1 (2-amino-1,3,4-thiadiazole), C(C)OC=C(C(=O)OCC)C(=O)OCC (diethyl ethoxymethylenemalonate). Solvent: C(C)O (ethanol). Yields the product S1C(=NN=C1)NC=C(C(=O)OCC)C(=O)OCC (diethyl N-(1,3,4-thiadiazol-2-yl)-aminomethylenemalonate). As a reaction SMILES: [NH2:1][C:2]1[S:3][CH:4]=[N:5][N:6]=1.C(O[CH:10]=[C:11]([C:17]([O:19][CH2:20][CH3:21])=[O:18])[C:12]([O:14][CH2:15][CH3:16])=[O:13])C>C(O)C>[S:3]1[CH:4]=[N:5][N:6]=[C:2]1[NH:1][CH:10]=[C:11]([C:12]([O:14][CH2:15][CH3:16])=[O:13])[C:17]([O:19][CH2:20][CH3:21])=[O:18]. Reported procedure: 2-amino-1,3,4-thiadiazole (5 g) was reacted with diethyl ethoxymethylenemalonate (26.5 g) in ethanol (20 ml) at the reflux temperature for 23 hours. After cooling the precipitate was filtered and purified with hexane to give diethyl N-(1,3,4-thiadiazol-2-yl)-aminomethylenemalonate, m.p. 107°-111° C. (10 g), which was treated with polyphosphoric acid (57.6 g; 30.8 g of 99% H3PO4 and 26.8 g of P2O5) and POCl3 (25 g) under stirring at 120° C. for 30 minutes.